Dataset: the Open Reaction Database (ORD), a public repository of structured organic reaction records. Task: describe an organic reaction: reactants, conditions, products, and yield Reactants: CC=1N(C=2C(=NC=C(C2)C=2C=CC3=C(CNCCO3)C2)N1)C(=O)OCC(C)C (2-methylpropyl 2-methyl-6-(2,3,4,5-tetrahydro-1,4-benzoxazepin-7-yl)-1H-imidazo[4,5-b]pyridine-1-carboxylate), ClC1=NC(=NC=2CCC(CC12)(C)C)CN(S(=O)(=O)C1=C(C=CC=C1)[N+](=O)[O-])C (N-((4-chloro-6,6-dimethyl-5,6,7,8-tetrahydroquinazolin-2-yl)methyl)-N-methyl-2-nitrobenzenesulfonamide). The product is CC1(CC=2C(=NC(=NC2CC1)CNC)N1CCOC2=C(C1)C=C(C=C2)C=2C=C1C(=NC2)N=C(N1)C)C (1-{6,6-dimethyl-4-[7-(2-methyl-1H-imidazo[4,5-b]pyridin-6-yl)-2,3-dihydro-1,4-benzoxazepin-4(5H)-yl]-5,6,7,8-tetrahydroquinazolin-2-yl}-N-methylmethanamine). As a reaction SMILES: [CH3:1][C:2]1[N:3](C(OCC(C)C)=O)[C:4]2[C:5]([N:21]=1)=[N:6][CH:7]=[C:8]([C:10]1[CH:11]=[CH:12][C:13]3[O:19][CH2:18][CH2:17][NH:16][CH2:15][C:14]=3[CH:20]=1)[CH:9]=2.Cl[C:30]1[C:39]2[CH2:38][C:37]([CH3:41])([CH3:40])[CH2:36][CH2:35][C:34]=2[N:33]=[C:32]([CH2:42][N:43]([CH3:56])S(C2C=CC=CC=2[N+]([O-])=O)(=O)=O)[N:31]=1>>[CH3:41][C:37]1([CH3:40])[CH2:36][CH2:35][C:34]2[N:33]=[C:32]([CH2:42][NH:43][CH3:56])[N:31]=[C:30]([N:16]3[CH2:15][C:14]4[CH:20]=[C:10]([C:8]5[CH:9]=[C:4]6[NH:3][C:2]([CH3:1])=[N:21][C:5]6=[N:6][CH:7]=5)[CH:11]=[CH:12][C:13]=4[O:19][CH2:18][CH2:17]3)[C:39]=2[CH2:38]1. Procedure: Prepared by the method of example 6 using 2-methylpropyl 2-methyl-6-(2,3,4,5-tetrahydro-1,4-benzoxazepin-7-yl)-1H-imidazo[4,5-b]pyridine-1-carboxylate and N-((4-chloro-6,6-dimethyl-5,6,7,8-tetrahydroquinazolin-2-yl)methyl)-N-methyl-2-nitrobenzenesulfonamide (reagent preparation 17) in step 3 followed by 2-nitrobenzenesulfonyl-group deprotection. 1H NMR (400 MHz, DMSO-d6) δ 8.53 (br s, 1H), 8.06 (br s, 1H), 7.75 (d, 1H), 7.53 (dd, 1H), 7.01 (d, 1H), 4.68 (s, 2H), 4.33-4.27 (m, 2H), 3.91-3.85 (m, ...